The task is: describe an organic reaction: reactants, conditions, products, and yield. This data is from the Open Reaction Database (ORD), a public repository of structured organic reaction records. Starting materials: [Cl-].[Al+3].[Cl-].[Cl-] (aluminum chloride), C1=C2C(=CC3=C1C(=O)OC3=O)C(=O)OC2=O (benzene-1,2,4,5-tetracarboxylic acid dianhydride), ice, Cl (hydrochloric acid), C(CCCCC)C1=CC=CC=C1 (hexylbenzene), C(C)(C)N(CC)C(C)C (diisopropylethylamine). The solvent is ClCCCl (1,2-dichloroethane), O (water), ClCCCl (1,2-dichloroethane), O (water). Conditions: temperature 40 celsius, time 15 minute. The product is C(CCCCC)C1=CC=C(C(=O)C2=C(C(=O)O)C=C(C(=C2)C(=O)O)C(C2=CC=C(C=C2)CCCCCC)=O)C=C1 (2,5-bis(4-hexylbenzoyl)terephthalic acid). RXN SMILES: [Cl-].[Al+3].[Cl-].[Cl-].[CH:5]1[C:10]2[C:11]([O:13][C:14](=[O:15])[C:9]=2[CH:8]=[C:7]2[C:16]([O:18][C:19](=[O:20])[C:6]=12)=[O:17])=[O:12].[CH2:21]([C:27]1[CH:32]=[CH:31][CH:30]=[CH:29][CH:28]=1)[CH2:22][CH2:23][CH2:24][CH2:25][CH3:26].C(N([CH:39]([CH3:41])[CH3:40])CC)(C)C.Cl>ClCCCl.O>[CH2:21]([C:27]1[CH:28]=[CH:29][C:30]([C:19]([C:6]2[CH:5]=[C:10]([C:11]([OH:13])=[O:12])[C:9]([C:14](=[O:15])[C:30]3[CH:31]=[CH:32][C:27]([CH2:21][CH2:22][CH2:23][CH2:41][CH2:39][CH3:40])=[CH:28][CH:29]=3)=[CH:8][C:7]=2[C:16]([OH:18])=[O:17])=[O:20])=[CH:31][CH:32]=1)[CH2:22][CH2:23][CH2:24][CH2:25][CH3:26] |f:0.1.2.3|. Reported procedure: To a mixture of 25.7 grams of aluminum chloride, 51.3 mL of 1,2-dichloroethane, and 10 grams of benzene-1,2,4,5-tetracarboxylic acid dianhydride (pyromellitic dianhydride) was added with cooling, a solution of 14.9 grams of hexylbenzene and 6.40 grams of diisopropylethylamine in 25 mL of 1,2-dichloroethane over a period of 3.5 hours, keeping the temperature between 15° C. and 20° C. The resulting mixture was stirred for an additional 15 minutes after the addition was complete, and it was then he... The reactants are Cl.N[C@H](C(=O)OC)CCC(C(=O)OC)CC1=CC=C(C=C1)O (Dimethyl (2S)-2-amino-5-(4-hydroxybenzyl)hexanedioate hydrochloride), O (water), [H-].[Na+] (sodium hydride), BrCF (bromofluoromethane). The solvent is CN(C)C=O (DMF). Reaction conditions: temperature 0 celsius, time 30 minute. Product: N[C@H](C(=O)OC)CCC(C(=O)OC)CC1=CC=C(C=C1)OCF (dimethyl (2S)-2-amino-5-[4-(fluoromethoxy)benzyl]hexanedioate). The yield is 20.9%. As a reaction SMILES: Cl.[NH2:2][C@@H:3]([CH2:8][CH2:9][CH:10]([CH2:15][C:16]1[CH:21]=[CH:20][C:19]([OH:22])=[CH:18][CH:17]=1)[C:11]([O:13][CH3:14])=[O:12])[C:4]([O:6][CH3:7])=[O:5].[H-].[Na+].Br[CH2:26][F:27].O>CN(C=O)C>[NH2:2][C@@H:3]([CH2:8][CH2:9][CH:10]([CH2:15][C:16]1[CH:17]=[CH:18][C:19]([O:22][CH2:26][F:27])=[CH:20][CH:21]=1)[C:11]([O:13][CH3:14])=[O:12])[C:4]([O:6][CH3:7])=[O:5] |f:0.1,2.3|. Procedure details: Dimethyl (2S)-2-amino-5-(4-hydroxybenzyl)hexanedioate hydrochloride (200 mg, 0.54 mmol) were solved in DMF (5 ml) and at 0° C. sodium hydride (34 mg, 1.14 mmol) were added. After 30 min, bromofluoromethane (1.35 mmol) were added and the resulting mixture was stirred at 0° C. for one hour. The mixture was then poured into water and extracted three times with methylene chloride. The organic phase was dried with sodium sulfate and concentrated in vacuo. The residue was purified by silica gel chroma... Reactants: ClS(=O)(=O)C=1C=C(C2=C(CC(O2)C)C1)C(=O)O (5-chlorosulphonyl-2-methyl-2,3,-dihydrobenzofuran-7-carboxylic acid), C(C)(=O)O (acetic acid), [Sn] (tin), Cl (hydrochloric acid), [Sn] (tin). Solvent: O (water). Product: SC=1C=C(C2=C(CC(O2)C)C1)C(=O)O (5-Mercapto-2-methyl-2,3-dihydrobenzofuran-7-carboxylic acid). RXN SMILES: Cl[S:2]([C:5]1[CH:6]=[C:7]([C:15]([OH:17])=[O:16])[C:8]2[O:12][CH:11]([CH3:13])[CH2:10][C:9]=2[CH:14]=1)(=O)=O.C(O)(=O)C.[Sn].Cl>O>[SH:2][C:5]1[CH:6]=[C:7]([C:15]([OH:17])=[O:16])[C:8]2[O:12][CH:11]([CH3:13])[CH2:10][C:9]=2[CH:14]=1 |^3:21|. Reported procedure: 216 g of 5-chlorosulphonyl-2-methyl-2,3,-dihydrobenzofuran-7-carboxylic acid, 585 ml of acetic acid and 348 g of tin were introduced into a 6-liter round-bottomed flask and 1560 ml of concentrated hydrochloric acid (d =1.18) were then added dropwise, while maintaining the temperature between 45° and 55° C. The contents were then heated for 2 hours at 55°-60° C. until the tin was completely dissolved, and the solution which was poured into 12 liters of water was then filtered. The crystals formed... The reactants are CCOP(=O)(Cc1cn(C(c2ccccc2)(c2ccccc2)c2ccccc2)cn1)OCC, [Li]CCCC, C1CCOC1, CCCCCC, CI. Product: CCOP(=O)(OCC)C(C)c1cn(C(c2ccccc2)(c2ccccc2)c2ccccc2)cn1. Reaction SMILES: [CH2:1]([CH3:2])[O:3][P:4]([O:5][CH2:6][CH3:7])(=[O:8])[CH2:9][c:10]1[n:11][cH:12][n:13]([C:15]([c:16]2[cH:17][cH:18][cH:19][cH:20][cH:21]2)([c:22]2[cH:23][cH:24][cH:25][cH:26][cH:27]2)[c:28]2[cH:29][cH:30][cH:31][cH:32][cH:33]2)[cH:14]1.[CH2:40]([Li:41])[CH2:42][CH2:43][CH3:44].[CH2:47]1[O:48][CH2:49][CH2:50][CH2:51]1.[CH3:34][CH2:35][CH2:36][CH2:37][CH2:38][CH3:39].[CH3:45][I:46]>>[CH2:1]([CH3:2])[O:3][P:4]([O:5][CH2:6][CH3:7])(=[O:8])[CH:9]([c:10]1[n:11][cH:12][n:13]([C:15]([c:16]2[cH:17][cH:18][cH:19][cH:20][cH:21]2)([c:22]2[cH:23][cH:24][cH:25][cH:26][cH:27]2)[c:28]2[cH:29][cH:30][cH:31][cH:32][cH:33]2)[cH:14]1)[CH3:34]. The reactants are CC1=C(C(=O)O)C(=CC=C1)C (2,6-dimethylbenzoic acid), BH3(SMe2). Solvent: C1CCOC1 (THF), C1CCOC1 (THF). Product: CC1=C(CO)C(=CC=C1)C (2,6-dimethylbenzyl alcohol). The yield is 55.2%. RXN SMILES: [CH3:1][C:2]1[CH:10]=[CH:9][CH:8]=[C:7]([CH3:11])[C:3]=1[C:4](O)=[O:5]>C1COCC1>[CH3:1][C:2]1[CH:10]=[CH:9][CH:8]=[C:7]([CH3:11])[C:3]=1[CH2:4][OH:5]. Procedure details: 2,6-Dimethylbenzyl alcohol was prepared according to Beaulieu et al. (2000, which is incorporated herein by reference), but was unsuccessful, so a different reducing agent was used. To a suspension of 2,6-dimethylbenzoic acid (1.00 g, 6.65 mmol) in anhydrous THF (10 mL) a solution of BH3(SMe2) in THF was cautiously added under nitrogen atmosphere. The mixture was heated at reflux for 16 hours, then quenched with saturated ammonium chloride (5 mL) and 2 M HCl (10 mL). (CAUTION: vigorous gas evolu... Procedure details: A solution of the Compound of Example 3 (100 mg, 0.47 mmol), 2-fluoropyridine (45.5 μL, 0.52 mmol), TEA (102 μL) in N-methylpyrrolidone was heated in a microwave oven at 160° C. for 20 min. Afterwards, the reaction mixture was cooled, poured into water and extracted with EtOAc. The combined organic layers were washed with brine, dried on Na2SO4 and evaporated to dryness in vacuo to afford a residue, which was purified by flash chromatography (EtOAc—Petroleum Ether gradient from 7:93 to 40:60) af... Run in CN1C(CCC1)=O (N-methylpyrrolidone). RXN SMILES: [CH3:1][C:2]1[CH:7]=[CH:6][CH:5]=[C:4]([C:8]#[C:9][CH:10]=[C:11]2[CH2:16][CH2:15][NH:14][CH2:13][CH2:12]2)[N:3]=1.F[C:18]1[CH:23]=[CH:22][CH:21]=[CH:20][N:19]=1.O>CN1CCCC1=O>[CH3:1][C:2]1[CH:7]=[CH:6][CH:5]=[C:4]([C:8]#[C:9][CH:10]=[C:11]2[CH2:12][CH2:13][N:14]([C:18]3[CH:23]=[CH:22][CH:21]=[CH:20][N:19]=3)[CH2:15][CH2:16]2)[N:3]=1. Yield: 14.7%. The product is CC1=NC(=CC=C1)C#CC=C1CCN(CC1)C1=NC=CC=C1 (2-Methyl-6-[3-(1-pyridin-2-ylpiperidin-4-ylidene)prop-1-yn-1-yl]pyridine). The reactants are O (water), CC1=NC(=CC=C1)C#CC=C1CCNCC1 (2-Methyl-6-(3-piperidin-4-ylideneprop-1-ynyl)pyridine), FC1=NC=CC=C1 (2-fluoropyridine), TEA. The reactants are C(C)(C)(C)OC(=O)N1CCN(CC1)C=1C=NC(=CC1)NC=1N=CC2=C(N1)N(C(C(=C2C)Br)=O)C2CCCC2 (4-[6-(6-Bromo-8-cyclopentyl-5-methyl-7-oxo-7,8-dihydro-pyrido[2,3-d]pyrimidin-2-ylamino)-pyridin-3-yl]-piperazine-1-carboxylic acid tert-butyl ester), CO (MeOH), Cl (HCl). Run in C(Cl)Cl (CH2Cl2), CCOCC (ether). The product is BrC1=C(C2=C(N=C(N=C2)NC2=NC=C(C=C2)N2CCNCC2)N(C1=O)C1CCCC1)C (6-bromo-8-cyclopentyl-5-methyl-2-(5-piperizin-1-yl-pyridin-2-ylamino)-8H-pyrido[2,3-d]pyrimidin-7-one). Reaction SMILES: C(OC([N:8]1[CH2:13][CH2:12][N:11]([C:14]2[CH:15]=[N:16][C:17]([NH:20][C:21]3[N:22]=[CH:23][C:24]4[C:30]([CH3:31])=[C:29]([Br:32])[C:28](=[O:33])[N:27]([CH:34]5[CH2:38][CH2:37][CH2:36][CH2:35]5)[C:25]=4[N:26]=3)=[CH:18][CH:19]=2)[CH2:10][CH2:9]1)=O)(C)(C)C.CO.Cl>C(Cl)Cl.CCOCC>[Br:32][C:29]1[C:28](=[O:33])[N:27]([CH:34]2[CH2:38][CH2:37][CH2:36][CH2:35]2)[C:25]2[N:26]=[C:21]([NH:20][C:17]3[CH:18]=[CH:19][C:14]([N:11]4[CH2:12][CH2:13][NH:8][CH2:9][CH2:10]4)=[CH:15][N:16]=3)[N:22]=[CH:23][C:24]=2[C:30]=1[CH3:31]. Procedure: 4-[6-(6-Bromo-8-cyclopentyl-5-methyl-7-oxo-7,8-dihydro-pyrido[2,3-d]pyrimidin-2-ylamino)-pyridin-3-yl]-piperazine-1-carboxylic acid tert-butyl ester (0.04 g, 0.07 mmol) was suspended in CH2Cl2 (10 mL) and MeOH was added in order to produce a solution (up to ˜6 mL). 2 M HCl in ether (10 mL) was added with stirring. The reaction mixture was stirred at room temperature for a total of 3 days then the solvents were removed by evaporation at reduced pressure. The remaining solid was suspended in ether... The reactants are C[Al](C)C, Cc1ccccc1, COC(=O)c1cc2nc(Nc3c(F)cccc3Cl)[nH]c2c2nc(C)oc12, Nc1ccc(F)c(C(F)(F)F)c1. Product: Cc1nc2c(o1)c(C(=O)Nc1ccc(F)c(C(F)(F)F)c1)cc1nc(Nc3c(F)cccc3Cl)[nH]c12. RXN SMILES: [CH3:39][Al:40]([CH3:41])[CH3:42].[CH3:43][c:44]1[cH:45][cH:46][cH:47][cH:48][cH:49]1.[Cl:1][c:2]1[c:3]([NH:9][c:10]2[n:11][c:12]3[cH:13][c:14]([C:23]([O:25][CH3:24])=[O:26])[c:15]4[c:16]([n:17][c:18]([CH3:20])[o:19]4)[c:21]3[nH:22]2)[c:4]([F:8])[cH:5][cH:6][cH:7]1.[F:27][c:28]1[c:29]([C:35]([F:36])([F:37])[F:38])[cH:30][c:31]([NH2:32])[cH:33][cH:34]1>>[Cl:1][c:2]1[c:3]([NH:9][c:10]2[n:11][c:12]3[cH:13][c:14]([C:23](=[O:25])[NH:32][c:31]4[cH:30][c:29]([C:35]([F:36])([F:37])[F:38])[c:28]([F:27])[cH:34][cH:33]4)[c:15]4[c:16]([n:17][c:18]([CH3:20])[o:19]4)[c:21]3[nH:22]2)[c:4]([F:8])[cH:5][cH:6][cH:7]1. Reactants: C1CCOC1, CN1CCCN(C)C1=O, CC(C)[N-]C(C)C, CCI, [Li+], COC(=O)CCc1ccc(OCc2ccccc2)cc1. The product is CCC(Cc1ccc(OCc2ccccc2)cc1)C(=O)OC. RXN SMILES: [CH2:32]1[O:33][CH2:34][CH2:35][CH2:36]1.[CH3:37][N:38]1[CH2:39][CH2:40][CH2:41][N:42]([CH3:43])[C:44]1=[O:45].[CH:1]([CH3:2])([N-:3][CH:4]([CH3:5])[CH3:6])[CH3:7].[I:29][CH2:30][CH3:31].[Li+:8].[c:9]1([CH2:15][O:16][c:17]2[cH:18][cH:19][c:20]([CH2:23][CH2:24][C:25](=[O:26])[O:27][CH3:28])[cH:21][cH:22]2)[cH:10][cH:11][cH:12][cH:13][cH:14]1>>[CH2:1]([CH3:2])[CH:24]([CH2:23][c:20]1[cH:19][cH:18][c:17]([O:16][CH2:15][c:9]2[cH:10][cH:11][cH:12][cH:13][cH:14]2)[cH:22][cH:21]1)[C:25](=[O:26])[O:27][CH3:28].